describe an organic reaction: reactants, conditions, products, and yield From a dataset of the Open Reaction Database (ORD), a public repository of structured organic reaction records. Starting materials: BrB(Br)Br, CCOC(C)=O, COc1ccc(Oc2c(C)cc([N+](=O)[O-])cc2Cl)cc1C=O, ClCCl, O. Product: Cc1cc([N+](=O)[O-])cc(Cl)c1Oc1ccc(O)c(C=O)c1. As a reaction SMILES: [B:23]([Br:24])([Br:25])[Br:26].[C:28]([O:29][CH2:30][CH3:31])(=[O:32])[CH3:33].[Cl:1][c:2]1[c:3]([O:4][c:5]2[cH:6][cH:7][c:8]([O:13][CH3:14])[c:9]([CH:10]=[O:11])[cH:12]2)[c:15]([CH3:22])[cH:16][c:17]([N+:19](=[O:20])[O-:21])[cH:18]1.[Cl:34][CH2:35][Cl:36].[OH2:27]>>[Cl:1][c:2]1[c:3]([O:4][c:5]2[cH:6][cH:7][c:8]([OH:13])[c:9]([CH:10]=[O:11])[cH:12]2)[c:15]([CH3:22])[cH:16][c:17]([N+:19](=[O:20])[O-:21])[cH:18]1. Starting materials: COC=1C(NC2=CC=CC=C2C1OC)=O (3,4-dimethoxy-2(1H)-quinolinone), COC=1C=CC=C2C(=C(C(N(C12)C)=O)OC)O (8-methoxy-3-methoxy-4-hydroxy-1-methyl-2(1H)-quinolinone), aromatic ring, N1C(C=CC2=CC=CC=C12)=O (quinolinone). The product is COC (methyl ether), COC=1C=CC=C2C(=C(C(N(C12)C)=O)OC)OC (8-methoxy-3,4-dimethoxy-1-methyl-2(1H)-quinolinone). Reaction SMILES: N1C2C(=CC=CC=2)C=C[C:2]1=O.[CH3:12][O:13][C:14]1C(=O)NC2C(C=1OC)=CC=CC=2.[CH3:27][O:28][C:29]1[CH:30]=[CH:31][CH:32]=[C:33]2[C:38]=1[N:37]([CH3:39])[C:36](=[O:40])[C:35]([O:41][CH3:42])=[C:34]2[OH:43]>>[CH3:12][O:13][CH3:14].[CH3:27][O:28][C:29]1[CH:30]=[CH:31][CH:32]=[C:33]2[C:38]=1[N:37]([CH3:39])[C:36](=[O:40])[C:35]([O:41][CH3:42])=[C:34]2[O:43][CH3:2]. Procedure details: As compounds having substituent groups on the aromatic ring of a quinolinone, Indian J. Chem., Sect. B, 15B(5), pp. 440-444, 1977, discloses 3,4-dimethoxy-2(1H)-quinolinone, 8-methoxy-3-methoxy-4-hydroxy-1-methyl-2(1H)-quinolinone, and a methyl ether thereof, 8-methoxy-3,4-dimethoxy-1-methyl-2(1H)-quinolinone as compounds obtained from the bark of Chloroxylon swietenia DC. Reactants: O (water), C(CCC)[Li] (butyl lithium), C1=CC=CC=2C3=CC=CC=C3C(C12)C(=O)O (9-fluorenecarboxylic acid), C(C=C)Br (allyl bromide). The solvent is C1CCOC1 (THF). Conditions: time 30 minute. Yields the product C(C=C)C1(C2=CC=CC=C2C=2C=CC=CC12)C(=O)O (9-allyl-9H-fluorene-9-carboxylic acid). As a reaction SMILES: [CH2:1]([Li])[CH2:2][CH2:3]C.[CH:6]1[C:18]2[CH:17]([C:19]([OH:21])=[O:20])[C:16]3[C:11](=[CH:12][CH:13]=[CH:14][CH:15]=3)[C:10]=2[CH:9]=[CH:8][CH:7]=1.C(Br)C=C.O>C1COCC1>[CH2:3]([C:17]1([C:19]([OH:21])=[O:20])[C:18]2[CH:6]=[CH:7][CH:8]=[CH:9][C:10]=2[C:11]2[C:16]1=[CH:15][CH:14]=[CH:13][CH:12]=2)[CH:2]=[CH2:1]. Procedure: 42 ml (0.096 mol) of a 2.5M butyl lithium solution are added dropwise at 0° C. under nitrogen to a solution of 10 g (0.048 mol) of 9-fluorenecarboxylic acid in 150 ml of THF and the mixture is stirred for 30 minutes. Then 4.67 ml (0.054 mol) of allyl bromide are added and the solution is stirred for four hours at ambient temperature. The reaction solution is poured into water and extracted with diethyl ether. The aqueous phase is acidified with 1N hydrochloric acid and extracted with dichloromet...